This data is from the Open Reaction Database (ORD), a public repository of structured organic reaction records. The task is: describe an organic reaction: reactants, conditions, products, and yield Starting materials: O=C1C=CC(=O)C=C1, CN1CCCC1=O, O=[N+]([O-])c1cc([N+](=O)[O-])c(CCc2c([N+](=O)[O-])cc([N+](=O)[O-])cc2[N+](=O)[O-])c([N+](=O)[O-])c1, O. Product: O=[N+]([O-])c1cc([N+](=O)[O-])c(C=Cc2c([N+](=O)[O-])cc([N+](=O)[O-])cc2[N+](=O)[O-])c([N+](=O)[O-])c1. Reaction SMILES: [C:33]1(=[O:34])[CH:35]=[CH:36][C:37](=[O:38])[CH:39]=[CH:40]1.[CH3:41][N:42]1[CH2:43][CH2:44][CH2:45][C:46]1=[O:47].[N+:1](=[O:2])([O-:3])[c:4]1[c:5]([CH2:16][CH2:17][c:18]2[c:19]([N+:30](=[O:31])[O-:32])[cH:20][c:21]([N+:27](=[O:28])[O-:29])[cH:22][c:23]2[N+:24](=[O:25])[O-:26])[c:6]([N+:13](=[O:14])[O-:15])[cH:7][c:8]([N+:10](=[O:11])[O-:12])[cH:9]1.[OH2:48]>>[N+:1](=[O:2])([O-:3])[c:4]1[c:5]([CH:16]=[CH:17][c:18]2[c:19]([N+:30](=[O:31])[O-:32])[cH:20][c:21]([N+:27](=[O:28])[O-:29])[cH:22][c:23]2[N+:24](=[O:25])[O-:26])[c:6]([N+:13](=[O:14])[O-:15])[cH:7][c:8]([N+:10](=[O:11])[O-:12])[cH:9]1. Reactants: [OH-].[NH4+] (ammonium hydroxide), N1(C=NC=2C=NC=3C=CC=CC3C21)CCCCCC(=O)NCCC (6-(1H-Imidazo[4,5-c]quinolin-1-yl)-N-propylhexanamide), C1=CC(=CC(=C1)Cl)C(=O)OO (mCPBA), C1(=CC=C(C=C1)S(=O)(=O)Cl)C (p-toluenesulfonyl chloride). Yields the product NC1=NC=2C=CC=CC2C2=C1N=CN2CCCCCC(=O)NCCC (6-(4-amino-1H-imidazo[4,5-c]quinolin-1-yl)-N-propylhexanamide). Reaction SMILES: [N:1]1([CH2:14][CH2:15][CH2:16][CH2:17][CH2:18][C:19]([NH:21][CH2:22][CH2:23][CH3:24])=[O:20])[C:13]2[C:12]3[CH:11]=[CH:10][CH:9]=[CH:8][C:7]=3[N:6]=[CH:5][C:4]=2[N:3]=[CH:2]1.C1C=C(Cl)C=C(C(OO)=O)C=1.C1(C)C=CC(S(Cl)(=O)=O)=CC=1.[OH-].[NH4+:48]>>[NH2:48][C:5]1[C:4]2[N:3]=[CH:2][N:1]([CH2:14][CH2:15][CH2:16][CH2:17][CH2:18][C:19]([NH:21][CH2:22][CH2:23][CH3:24])=[O:20])[C:13]=2[C:12]2[CH:11]=[CH:10][CH:9]=[CH:8][C:7]=2[N:6]=1 |f:3.4|. Reported procedure: 6-(1H-Imidazo[4,5-c]quinolin-1-yl)-N-propylhexanamide (7.0 g, 26 mmol) was treated with mCPBA (8.68 g, 37.7 mmol) followed by ammonium hydroxide (40 mL) and p-toluenesulfonyl chloride (8.01 g, 42.1 mmol) according to the method described in Part D of Example 8. The crude product was triturated with ethyl acetate and recrystallized twice from methanol:water to provide 2.00 g of 6-(4-amino-1H-imidazo[4,5-c]quinolin-1-yl)-N-propylhexanamide as brown needles, mp 128-130° C. Starting materials: ClC=1C=NC=C(C1SC1=C(C=C(S1)C(=O)O)[N+](=O)[O-])Cl (5-[(3,5-dichloro-4-pyridyl)sulfanyl]-4-nitro-thiophene-2-carboxylic acid), CN(CCN)C (N′,N′-dimethylethane-1,2-diamine). The product is ClC=1C=NC=C(C1SC1=C(C=C(S1)C(=O)NCCN(C)C)[N+](=O)[O-])Cl (5-[(3,5-dichloro-4-pyridyl)sulfanyl]-N-(2-dimethylaminoethyl)-4-nitro-thiophene-2-carboxamide), solid. Isolated yield 14.8%. Reaction SMILES: [Cl:1][C:2]1[CH:3]=[N:4][CH:5]=[C:6]([Cl:20])[C:7]=1[S:8][C:9]1[S:13][C:12]([C:14]([OH:16])=O)=[CH:11][C:10]=1[N+:17]([O-:19])=[O:18].[CH3:21][N:22]([CH3:26])[CH2:23][CH2:24][NH2:25]>>[Cl:20][C:6]1[CH:5]=[N:4][CH:3]=[C:2]([Cl:1])[C:7]=1[S:8][C:9]1[S:13][C:12]([C:14]([NH:25][CH2:24][CH2:23][N:22]([CH3:26])[CH3:21])=[O:16])=[CH:11][C:10]=1[N+:17]([O-:19])=[O:18]. Reported procedure: Prepared according to the procedure described for example 44 from 5-[(3,5-dichloro-4-pyridyl)sulfanyl]-4-nitro-thiophene-2-carboxylic acid (35 mg, 0.1 mmol) and N′,N′-dimethylethane-1,2-diamine (7.3 mg, 0.12 mmol). The title compound was obtained as a solid (5.8 mg, 14.8% yield). MS m/z: 421.90, 423.90 [M+H]+. Starting materials: O=C([O-])[O-], CC(C)=O, O=C(Cl)CCl, Cl, [K+], [K+], N#Cc1ccc(OCc2ccccc2)c(N)c1, O. Yields the product N#Cc1ccc(OCc2ccccc2)c(NC(=O)CCl)c1. As a reaction SMILES: [C:18](=[O:19])([O-:20])[O-:21].[CH3:30][C:31](=[O:32])[CH3:33].[Cl:24][CH2:25][C:26](=[O:27])[Cl:28].[ClH:29].[K+:22].[K+:23].[NH2:1][c:2]1[cH:3][c:4]([C:5]#[N:6])[cH:7][cH:8][c:9]1[O:10][CH2:11][c:12]1[cH:13][cH:14][cH:15][cH:16][cH:17]1.[OH2:34]>>[NH:1]([c:2]1[cH:3][c:4]([C:5]#[N:6])[cH:7][cH:8][c:9]1[O:10][CH2:11][c:12]1[cH:13][cH:14][cH:15][cH:16][cH:17]1)[C:26]([CH2:25][Cl:24])=[O:27]. The reactants are NC1=NC(=NC=C1CO)CC (4-amino-2-ethyl-5-(hydroxymethyl)-pyrimidine), S(=O)(Cl)Cl (thionyl chloride), ClCCl (dichloromethane), C1(=CC=CC=C1)C (toluene). Run in N1=CC=CC=C1 (pyridine). Conditions: time 8 hour. The product is Cl.NC1=NC(=NC=C1CCl)CC (4-amino-5-chloromethyl-2-ethylpyrimidine hydrochloride). RXN SMILES: [NH2:1][C:2]1[C:7]([CH2:8]O)=[CH:6][N:5]=[C:4]([CH2:10][CH3:11])[N:3]=1.[Cl:12]CCl.C1(C)C=CC=CC=1.S(Cl)([Cl:24])=O>N1C=CC=CC=1>[ClH:12].[NH2:1][C:2]1[C:7]([CH2:8][Cl:24])=[CH:6][N:5]=[C:4]([CH2:10][CH3:11])[N:3]=1 |f:5.6|. Procedure: 4.59 g (0.03 mol) of 4-amino-2-ethyl-5-(hydroxymethyl)-pyrimidine was charged into a 100 ml flask, followed by 20 ml of dichloromethane, 20 ml of toluene and 0.1 ml of pyridine. 6.5 ml of thionyl chloride (0.28 mol) was dropped in slowly with cooling by ice bath. Then the reaction was stirred overnight. Solvent was removed and the residue was used for next step directly.